From a dataset of the Open Reaction Database (ORD), a public repository of structured organic reaction records. describe an organic reaction: reactants, conditions, products, and yield Starting materials: BrN1C(CCC1=O)=O (N-bromosuccinimide), C(C)C1=CC=CC=2C=C(OC21)C2(OCCO2)C (7-ethyl-2-(2-methyl-1,3-dioxolan-2-yl)benzofuran). Run in C(Cl)(Cl)(Cl)Cl (carbon tetrachloride). Reaction conditions: temperature 0 celsius. Product: BrC(C)C1=CC=CC=2C=C(OC21)C2(OCCO2)C (7-(1'-bromoethyl)-2-(2-methyl-1,3-dioxolan-2-yl) benzofuran). RXN SMILES: [Br:1]N1C(=O)CCC1=O.[CH2:9]([C:11]1[C:19]2[O:18][C:17]([C:20]3([CH3:25])[O:24][CH2:23][CH2:22][O:21]3)=[CH:16][C:15]=2[CH:14]=[CH:13][CH:12]=1)[CH3:10]>C(Cl)(Cl)(Cl)Cl>[Br:1][CH:9]([C:11]1[C:19]2[O:18][C:17]([C:20]3([CH3:25])[O:24][CH2:23][CH2:22][O:21]3)=[CH:16][C:15]=2[CH:14]=[CH:13][CH:12]=1)[CH3:10]. Procedure: 28.0 g of recrystallized N-bromosuccinimide were added to a solution of 32.5 g of 7-ethyl-2-(2-methyl-1,3-dioxolan-2-yl)benzofuran in 480 ml of carbon tetrachloride. The resulting suspension was stirred and heated under reflux for 12 hours. The mixture was cooled overnight at 0°C, precipitated succinimide was filtered off and the filtrate was evaporated at 30°C under reduced pressure. There was thus obtained crude 7-(1'-bromoethyl)-2-(2-methyl-1,3-dioxolan-2-yl) benzofuran which was used immedia... Reactants: triacetoxy sodium borohydride, C(C)N(C1=C(C=O)C=C(C=C1)C(F)(F)F)CCOC (2-[Ethyl-(2-methoxy-ethyl)-amino]-5-trifluoromethyl-benzaldehyde), FC(C=1C=C(CN)C=C(C1)C(F)(F)F)(F)F (3,5-bis-trifluoromethyl-benzylamine), C(C)(=O)O (acetic acid), C(Cl)Cl (methylene chloride). Solvent: ClCCCl (1,2-dichloroethane). Reaction conditions: time 8 hour. Product: FC(C=1C=C(CNCC2=C(C=CC(=C2)C(F)(F)F)N(CCOC)CC)C=C(C1)C(F)(F)F)(F)F ({2-[(3,5-bis-trifluoromethyl-benzylamino)-methyl]-4-trifluoromethyl-phenyl}-ethyl-(2-methoxy-ethyl)-amine). The yield is 50.1%. RXN SMILES: [CH2:1]([N:3]([CH2:16][CH2:17][O:18][CH3:19])[C:4]1[CH:11]=[CH:10][C:9]([C:12]([F:15])([F:14])[F:13])=[CH:8][C:5]=1[CH:6]=O)[CH3:2].[F:20][C:21]([F:35])([F:34])[C:22]1[CH:23]=[C:24]([CH:27]=[C:28]([C:30]([F:33])([F:32])[F:31])[CH:29]=1)[CH2:25][NH2:26].C(O)(=O)C.C(Cl)Cl>ClCCCl>[F:20][C:21]([F:34])([F:35])[C:22]1[CH:23]=[C:24]([CH:27]=[C:28]([C:30]([F:33])([F:31])[F:32])[CH:29]=1)[CH2:25][NH:26][CH2:6][C:5]1[CH:8]=[C:9]([C:12]([F:15])([F:14])[F:13])[CH:10]=[CH:11][C:4]=1[N:3]([CH2:1][CH3:2])[CH2:16][CH2:17][O:18][CH3:19]. Reported procedure: 2-[Ethyl-(2-methoxy-ethyl)-amino]-5-trifluoromethyl-benzaldehyde (3.7 g), 3,5-bis-trifluoromethyl-benzylamine (4.23 g), acetic acid (1.15 ml) are dissolved in 1,2-dichloroethane (30 ml), and thereto is added triacetoxy sodium borohydride (5.68 g) at room temperature and the mixture is stirred at room temperature overnight. To the reaction solution are added methylene chloride and a saturated aqueous sodium bicarbonate solution, and the mixture is separated, and the organic layer is washed with a... The reactants are [N+](=O)([O-])[O-].[Zr+4].[N+](=O)([O-])[O-].[N+](=O)([O-])[O-].[N+](=O)([O-])[O-] (zirconium nitrate), [N+](=O)([O-])[O-].[Zr+4].[N+](=O)([O-])[O-].[N+](=O)([O-])[O-].[N+](=O)([O-])[O-] (zirconium nitrate), [N+](=O)([O-])[O-].[Hf+4].[N+](=O)([O-])[O-].[N+](=O)([O-])[O-].[N+](=O)([O-])[O-] (hafnium nitrate). Yields the product [Hf] (hafnium), [Zr] (zirconium), [N+](=O)([O-])[O-].[Hf+4].[N+](=O)([O-])[O-].[N+](=O)([O-])[O-].[N+](=O)([O-])[O-] (hafnium nitrate). Reaction SMILES: [N+:1]([O-:4])([O-:3])=[O:2].[Hf+4:5].[N+]([O-])([O-])=O.[N+]([O-])([O-])=O.[N+]([O-])([O-])=O.[N+]([O-])([O-])=O.[Zr+4:22].[N+]([O-])([O-])=O.[N+]([O-])([O-])=O.[N+]([O-])([O-])=O>>[Hf:5].[Zr:22].[N+:1]([O-:4])([O-:3])=[O:2].[Hf+4:5].[N+:1]([O-:4])([O-:3])=[O:2].[N+:1]([O-:4])([O-:3])=[O:2].[N+:1]([O-:4])([O-:3])=[O:2] |f:0.1.2.3.4,5.6.7.8.9,12.13.14.15.16|. Procedure details: Although anhydrous hafnium nitrate and anhydrous zirconium nitrate are not currently commercially available, synthesis and purification techniques for these materials are known. Synthesis of zirconium nitrate was reported in 1962. Due to the similarities between hafnium and zirconium, hafnium nitrate may also be isolated through a similar synthesis process. Hafnium nitrate may be prepared by refluxing hafnium tetrachloride over dinitrogen pentoxide at 30° C., and then purified by sublimation at ... The reactants are CN(C=1N=NC2=C(N1)C=CC(=C2)Cl)C2=CC=C(OC(C(=O)OC)C)C=C2 (Methyl 2-{4-[N-methyl-N-(7-chloro-1,2,4-benzotriazin-3-yl)amino]phenoxy}propionate), BrC(C(=O)OCC)(C)C (ethyl 2-bromo-2-methylpropionate), C([O-])([O-])=O.[K+].[K+] (potassium carbonate), CN(C=O)C (dimethylformamide). Run in ClCCl (dichloromethane). Reaction conditions: temperature 100 celsius, time 3 day. Yields the product CN(C=1N=NC2=C(N1)C=CC(=C2)Cl)C2=CC=C(OC(C(=O)OCC)(C)C)C=C2 (Ethyl 2-{4-[N-methyl-N-(7-chloro-1,2,4-benzotriazin-3-yl)amino]phenoxy}-2-methylpropionate). The yield is 55.8%. Reaction SMILES: [CH3:1][N:2]([C:14]1[CH:26]=[CH:25][C:17]([O:18]C(C)C(OC)=O)=[CH:16][CH:15]=1)[C:3]1[N:4]=[N:5][C:6]2[CH:12]=[C:11]([Cl:13])[CH:10]=[CH:9][C:7]=2[N:8]=1.Br[C:28]([CH3:35])([CH3:34])[C:29]([O:31][CH2:32][CH3:33])=[O:30].C(=O)([O-])[O-].[K+].[K+].CN(C)C=O>ClCCl>[CH3:1][N:2]([C:14]1[CH:26]=[CH:25][C:17]([O:18][C:28]([CH3:35])([CH3:34])[C:29]([O:31][CH2:32][CH3:33])=[O:30])=[CH:16][CH:15]=1)[C:3]1[N:4]=[N:5][C:6]2[CH:12]=[C:11]([Cl:13])[CH:10]=[CH:9][C:7]=2[N:8]=1 |f:2.3.4|. Procedure details: A mixture of 4-[N-methyl-N-(7-chloro-1,2,4-benzotriazin-3-yl)amino]phenol (1.5 g; Example 6 part (a)), ethyl 2-bromo-2-methylpropionate (1.23 g), anhydrous potassium carbonate (0.87 g) and dimethylformamide (15 ml) was heated, with stirring, at a temperature of 100° C. for a period of 3 days. The cooled solution was poured into dichloromethane and the mixture was washed with water. The aqueous phase was dried (over anhydrous magnesium sulfate) and the solvent was removed by distillation under re... Starting materials: O=C(O)c1cc2c(ncn2-c2ccc(Br)cc2)[nH]1, O=C(n1ccnc1)n1ccnc1, C1CCOC1, COCCN, CCN(C(C)C)C(C)C. Product: COCCNC(=O)c1cc2c(ncn2-c2ccc(Br)cc2)[nH]1. As a reaction SMILES: [Br:1][c:2]1[cH:3][cH:4][c:5](-[n:8]2[cH:9][n:10][c:11]3[c:12]2[cH:13][c:14]([C:16](=[O:17])[OH:18])[nH:15]3)[cH:6][cH:7]1.[C:19]([n:20]1[cH:21][cH:22][n:23][cH:24]1)([n:25]1[cH:26][cH:27][n:28][cH:29]1)=[O:30].[CH2:45]1[O:46][CH2:47][CH2:48][CH2:49]1.[CH3:40][O:41][CH2:42][CH2:43][NH2:44].[CH:31]([N:32]([CH2:33][CH3:34])[CH:35]([CH3:36])[CH3:37])([CH3:38])[CH3:39]>>[Br:1][c:2]1[cH:3][cH:4][c:5](-[n:8]2[cH:9][n:10][c:11]3[c:12]2[cH:13][c:14]([C:16](=[O:18])[NH:44][CH2:43][CH2:42][O:41][CH3:40])[nH:15]3)[cH:6][cH:7]1. The reactants are N#CC(O)c1cccc(Oc2ccccc2)c1, CC(C)C(C=Cc1ccc(F)cc1)C(=O)O, [Cl-]. Product: CC(C)C(C=Cc1ccc(F)cc1)C(=O)OC(C#N)c1cccc(Oc2ccccc2)c1. RXN SMILES: [C:18](#[N:19])[CH:20]([c:21]1[cH:22][c:23]([O:27][c:28]2[cH:29][cH:30][cH:31][cH:32][cH:33]2)[cH:24][cH:25][cH:26]1)[OH:34].[CH:1]([CH3:2])([CH3:3])[CH:4]([C:5](=[O:6])[OH:7])[CH:8]=[CH:9][c:10]1[cH:11][cH:12][c:13]([F:16])[cH:14][cH:15]1.[Cl-:17]>>[CH:1]([CH3:2])([CH3:3])[CH:4]([C:5](=[O:6])[O:7][CH:20]([C:18]#[N:19])[c:21]1[cH:22][c:23]([O:27][c:28]2[cH:29][cH:30][cH:31][cH:32][cH:33]2)[cH:24][cH:25][cH:26]1)[CH:8]=[CH:9][c:10]1[cH:11][cH:12][c:13]([F:16])[cH:14][cH:15]1. Reactants: CC(C)(C)OC(=O)N1CSCC1C(=O)O, COC(=O)C(CCSC)NC(=O)c1ccc(N)cc1-c1ccccc1. Yields the product COC(=O)C(CCSC)NC(=O)c1ccc(NC(=O)C2CSCN2C(=O)OC(C)(C)C)cc1-c1ccccc1. RXN SMILES: [C:1]([CH3:2])([CH3:3])([CH3:4])[O:5][C:6](=[O:7])[N:8]1[CH2:9][S:10][CH2:11][CH:12]1[C:13](=[O:14])[OH:15].[CH3:16][O:17][C:18]([CH:19]([NH:20][C:21]([c:22]1[c:23](-[c:29]2[cH:30][cH:31][cH:32][cH:33][cH:34]2)[cH:24][c:25]([NH2:28])[cH:26][cH:27]1)=[O:35])[CH2:36][CH2:37][S:38][CH3:39])=[O:40]>>[C:1]([CH3:2])([CH3:3])([CH3:4])[O:5][C:6](=[O:7])[N:8]1[CH2:9][S:10][CH2:11][CH:12]1[C:13](=[O:15])[NH:28][c:25]1[cH:24][c:23](-[c:29]2[cH:30][cH:31][cH:32][cH:33][cH:34]2)[c:22]([C:21]([NH:20][CH:19]([C:18]([O:17][CH3:16])=[O:40])[CH2:36][CH2:37][S:38][CH3:39])=[O:35])[cH:27][cH:26]1.